Dataset: the Open Reaction Database (ORD), a public repository of structured organic reaction records. Task: describe an organic reaction: reactants, conditions, products, and yield Starting materials: Cl.Cl.ClC=1C=C(C=CC1)N1C(N(C2=C(C=NC=3C(=CC=CC23)OC)C1=O)C1CCNCC1)=O (3-(3-chloro-phenyl)-7-methoxy-1-piperidin-4-yl-1H-pyrimido[5,4-c]quinoline-2,4-dione.dihydrochloride), C(C)S(=O)(=O)Cl (ethanesulfonyl chloride). Reported procedure: 3-(3-Chloro-phenyl)-1-(1-ethanesulfonyl-piperidin-4-yl)-7-methoxy-1H-pyrimido[5,4-c]quinoline-2,4-dione (32 mg) was prepared according to general procedure H from 3-(3-chloro-phenyl)-7-methoxy-1-piperidin-4-yl-1H-pyrimido[5,4-c]quinoline-2,4-dione.dihydrochloride (40 mg) and ethanesulfonyl chloride. LCMS: m/z 529 [M+1]+. Yields the product ClC=1C=C(C=CC1)N1C(N(C2=C(C=NC=3C(=CC=CC23)OC)C1=O)C1CCN(CC1)S(=O)(=O)CC)=O (3-(3-Chloro-phenyl)-1-(1-ethanesulfonyl-piperidin-4-yl)-7-methoxy-1H-pyrimido[5,4-c]quinoline-2,4-dione). As a reaction SMILES: Cl.Cl.[Cl:3][C:4]1[CH:5]=[C:6]([N:10]2[C:25](=[O:26])[C:14]3[CH:15]=[N:16][C:17]4[C:18]([O:23][CH3:24])=[CH:19][CH:20]=[CH:21][C:22]=4[C:13]=3[N:12]([CH:27]3[CH2:32][CH2:31][NH:30][CH2:29][CH2:28]3)[C:11]2=[O:33])[CH:7]=[CH:8][CH:9]=1.[CH2:34]([S:36](Cl)(=[O:38])=[O:37])[CH3:35]>>[Cl:3][C:4]1[CH:5]=[C:6]([N:10]2[C:25](=[O:26])[C:14]3[CH:15]=[N:16][C:17]4[C:18]([O:23][CH3:24])=[CH:19][CH:20]=[CH:21][C:22]=4[C:13]=3[N:12]([CH:27]3[CH2:32][CH2:31][N:30]([S:36]([CH2:34][CH3:35])(=[O:38])=[O:37])[CH2:29][CH2:28]3)[C:11]2=[O:33])[CH:7]=[CH:8][CH:9]=1 |f:0.1.2|. Starting materials: C[O-].[Na+] (sodium methoxide), C(C)N1C(CCC1)CNC(C1=C(N=C(C=C1)Cl)Cl)=O (N-[(1-ethyl-2-pyrrolidinyl)-methyl]-2,6-dichloronicotinamide), [Na] (sodium). Solvent: CO (methanol), CO (methanol). Run at time 1 hour. Yields the product COC1=C(C(=O)N)C=CC(=N1)Cl (2-methoxy-6-chloronicotinamide). Reaction SMILES: C(N1CCCC1C[NH:9][C:10](=[O:19])[C:11]1[CH:16]=[CH:15][C:14]([Cl:17])=[N:13][C:12]=1Cl)C.[CH3:20][O-:21].[Na+].[Na]>CO>[CH3:20][O:21][C:12]1[N:13]=[C:14]([Cl:17])[CH:15]=[CH:16][C:11]=1[C:10]([NH2:9])=[O:19] |f:1.2,^1:22|. Procedure: 10.5 g (0.33 mole) of N-[(1-ethyl-2-pyrrolidinyl)-methyl]-2,6-dichloronicotinamide are dissolved in 50 ml of absolute methanol and to this solution is added dropwise a sodium methoxide solution prepared from 0.75 g (0.33 mole) of sodium and 100 ml of absolute methanol in the course of 90 minutes at 40°-45° C. The reaction mixture is kept for 1 hour at 40°-45° C and the methanol is thereafter evaporated in vacuo to a volume of 50 ml. The concentrate is poured onto ice-water, saturated with potass... Run at time 6 hour. The yield is 90.0%. Reactants: C(C1=CC=CC=C1)OC(=O)N1CC=2N(C3=CC=CC=C3C2CC1)CC1=CC=C(C=C1)F (2-benzyloxycarbonyl-9-{[4-(fluoro)phenyl]methyl}-1,3,4,9-tetrahydro-2H-pyrido[3,4-b]indole), Cl (HCl). Reported procedure: To a solution of 2-benzyloxycarbonyl-9-{[4-(fluoro)phenyl]methyl}-1,3,4,9-tetrahydro-2H-pyrido[3,4-b]indole (5.28 g, 12.7 mmole) in methanol (50 mL), dioxane (50 mL) and HCl (19 mL, 1M in dioxane) at RT in a Parr hydrogenation flask was added 10% Pd/C (0.5 g). The reaction mixture was shaken under 45 psi of H2 for 6 hr. The suspension was filtered through celite®, and the filter pad was washed with methanol. The filtrate was concentrated on the rotavap, and the residue was dried under high vacuu... The product is Cl.FC1=CC=C(C=C1)CN1C2=C(C3=CC=CC=C13)CCNC2 (9-{[4-(Fluoro)phenyl]methyl}-1,3,4,9-tetrahydro-2H-pyrido[3,4-b]-indole Mono Hydrochloride). RXN SMILES: C(OC([N:11]1[CH2:23][CH2:22][C:21]2[C:20]3[C:15](=[CH:16][CH:17]=[CH:18][CH:19]=3)[N:14]([CH2:24][C:25]3[CH:30]=[CH:29][C:28]([F:31])=[CH:27][CH:26]=3)[C:13]=2[CH2:12]1)=O)C1C=CC=CC=1.[ClH:32]>CO.O1CCOCC1.[Pd]>[ClH:32].[F:31][C:28]1[CH:29]=[CH:30][C:25]([CH2:24][N:14]2[C:15]3[C:20](=[CH:19][CH:18]=[CH:17][CH:16]=3)[C:21]3[CH2:22][CH2:23][NH:11][CH2:12][C:13]2=3)=[CH:26][CH:27]=1 |f:5.6|. The solvent is CO (methanol), O1CCOCC1 (dioxane). Reagents/catalysts: [Pd] (Pd/C). The reactants are CC(C)(C)OC(=O)CCOCCOCCOCCOCCN=[N+]=[N-], CCO. Yields the product CC(C)(C)OC(=O)CCOCCOCCOCCOCCN. Reaction SMILES: [C:1]([CH3:2])([CH3:3])([CH3:4])[O:5][C:6]([CH2:7][CH2:8][O:9][CH2:10][CH2:11][O:12][CH2:13][CH2:14][O:15][CH2:16][CH2:17][O:18][CH2:19][CH2:20][N:21]=[N+:22]=[N-:23])=[O:24].[CH3:25][CH2:26][OH:27]>>[C:1]([CH3:2])([CH3:3])([CH3:4])[O:5][C:6]([CH2:7][CH2:8][O:9][CH2:10][CH2:11][O:12][CH2:13][CH2:14][O:15][CH2:16][CH2:17][O:18][CH2:19][CH2:20][NH2:21])=[O:24].